Dataset: the Open Reaction Database (ORD), a public repository of structured organic reaction records. Task: describe an organic reaction: reactants, conditions, products, and yield The reagents and catalysts are [Ag-]=O (silver(I) oxide). As a reaction SMILES: I[CH2:2][C@:3]1([O:14][CH2:13][C@@H:10]([O:11][CH3:12])[C@@H:7]([O:8][CH3:9])[C@@:5]1([C:15]([CH3:17])=[CH2:16])[OH:6])[OH:4]>O1CCOCC1.[Ag-]=O>[C:15]([C@:5]1([OH:6])[C@:3]2([O:4][CH2:2]2)[O:14][CH2:13][C@@H:10]([O:11][CH3:12])[C@H:7]1[O:8][CH3:9])([CH3:17])=[CH2:16]. Yield: 95.9%. The product is C(=C)(C)[C@]1([C@@H]([C@@H](CO[C@]12CO2)OC)OC)O ((3R,6R,7R,8R)-8-Isopropenyl-6,7-dimethoxy-1,4-dioxaspiro[2,5]octan-8-ol). Run in O1CCOCC1 (dioxane). Reported procedure: 2.20 g (9.49 mmol) of silver(I) oxide are added in portions, over a period of 48 hours, to a solution of the compound obtained in Example 31 (0.52 g; 1.45 mmol) in 5 ml of dioxane. The reaction mixture is then filtered and the filtrate is evaporated to give 0.32 g (1.39 mmol) of the desired product in the form of a white solid. The reactants are IC[C@]1(O)[C@](O)([C@H](OC)[C@H](OC)CO1)C(=C)C (1-Desoxy-1-iodo-3-isopropenyl-4,5-di-O-methyl-β-D-psicopyranose). The reactants are C(C1=CC=CC=C1)O[C@H](CC(=O)OC)CCCC (methyl (S)-3-benzyloxyheptanoate), C(C)(=O)OC(C)(C)C (t-butyl acetate), [Cl-].[NH4+] (ammonium chloride). Run in C1CCOC1 (THF), C1CCOC1 (THF). Conditions: temperature -50 celsius, time 45 minute. The product is C(C1=CC=CC=C1)O[C@H](CC(CC(=O)OC(C)(C)C)=O)CCCC (t-Butyl (S)-5-benzyloxy-3-oxononanoate). Isolated yield 59.4%. As a reaction SMILES: [C:1]([O:4][C:5]([CH3:8])([CH3:7])[CH3:6])(=[O:3])[CH3:2].[CH2:9]([O:16][C@@H:17]([CH2:23][CH2:24][CH2:25][CH3:26])[CH2:18][C:19](OC)=[O:20])[C:10]1[CH:15]=[CH:14][CH:13]=[CH:12][CH:11]=1.[Cl-].[NH4+]>C1COCC1>[CH2:9]([O:16][C@@H:17]([CH2:23][CH2:24][CH2:25][CH3:26])[CH2:18][C:19](=[O:20])[CH2:2][C:1]([O:4][C:5]([CH3:8])([CH3:7])[CH3:6])=[O:3])[C:10]1[CH:15]=[CH:14][CH:13]=[CH:12][CH:11]=1 |f:2.3|. Procedure: A solution of 48.7 g of t-butyl acetate in 50 ml of dried THF was then added dropwise to the solution from a dropping funnel at the same temperature over 30 minutes, followed by stirring for 45 minutes. The resulting reaction mixture was further cooled to -50° C., and a solution of 45.4 g of methyl (S)-3-benzyloxyheptanoate in 50 ml of dried THF was added thereto over 30 minutes, followed by stirring for 2 hours while maintaining at that temperature. The reaction mixture was poured into a satura... Reactants: FC(C1=CC=C(C=C1)B(O)O)(F)F (4-(trifluoromethyl)benzeneboronic acid), 14, C([O-])([O-])=O.[Cs+].[Cs+] (cesium carbonate), ClC=1N=CC(=NC1)C(=O)OC (methyl 5-chloropyrazine-2-carboxylate). Reagents/catalysts: C=1C=CC(=CC1)[P](C=2C=CC=CC2)(C=3C=CC=CC3)[Pd]([P](C=4C=CC=CC4)(C=5C=CC=CC5)C=6C=CC=CC6)([P](C=7C=CC=CC7)(C=8C=CC=CC8)C=9C=CC=CC9)[P](C=1C=CC=CC1)(C=1C=CC=CC1)C=1C=CC=CC1 (tetrakis(triphenylphosphine)palladium). Solvent: CN(C)C=O (DMF). Run at temperature 80 celsius. Yields the product COC(=O)C1=NC=C(N=C1)C1=CC=C(C=C1)C(F)(F)F (5-(4-trifluoromethyl-phenyl)-pyrazine-2-carboxylic acid methyl ester). Isolated yield 27.2%. As a reaction SMILES: Cl[C:2]1[N:3]=[CH:4][C:5]([C:8]([O:10][CH3:11])=[O:9])=[N:6][CH:7]=1.[F:12][C:13]([F:24])([F:23])[C:14]1[CH:19]=[CH:18][C:17](B(O)O)=[CH:16][CH:15]=1.C(=O)([O-])[O-].[Cs+].[Cs+]>C1C=CC([P]([Pd]([P](C2C=CC=CC=2)(C2C=CC=CC=2)C2C=CC=CC=2)([P](C2C=CC=CC=2)(C2C=CC=CC=2)C2C=CC=CC=2)[P](C2C=CC=CC=2)(C2C=CC=CC=2)C2C=CC=CC=2)(C2C=CC=CC=2)C2C=CC=CC=2)=CC=1.CN(C=O)C>[CH3:11][O:10][C:8]([C:5]1[CH:4]=[N:3][C:2]([C:17]2[CH:18]=[CH:19][C:14]([C:13]([F:24])([F:23])[F:12])=[CH:15][CH:16]=2)=[CH:7][N:6]=1)=[O:9] |f:2.3.4,^1:34,36,55,74|. Reported procedure: A solution of 5.18 g (30 mmol) methyl 5-chloropyrazine-2-carboxylate in 150 ml degassed DMF was treated with 3.47 g (0.1 mmol) tetrakis(triphenylphosphine)palladium and heated at 80° C. 6.27 g (33 mmol) of 4-(trifluoromethyl)benzeneboronic acid and 14 66 g (45 mmol) of cesium carbonate were added and heated for 3.5 h. The reaction was cooled to RT and extracted with H2O (0° C.)/Et2O (3×). The organic phases were washed with aqueous 10% NaCl, dried (NaSO4) and evaporated. Purification by flash-ch... Starting materials: C(CCCCCCCCCCCCCCCCC)N1C(CC(CC1(C)C)O)(C)C (1-n-octadecyl-2,2,6,6-tetramethyl-4-piperidinol), C(C)C1=C(C2CCC1C2)CC (diethyl bicyclo [2.2.1]hept-5-ene), exo-2,3-dicarboxylate. Product: C(CCCCCCCCCCCCCCCCC)N1C(CC(CC1(C)C)C1=C(C2CCC1C2)C2CC(N(C(C2)(C)C)CCCCCCCCCCCCCCCCCC)(C)C)(C)C (bis-(1-n-octadecyl-2,2,6,6-tetramethyl-4-piperidyl) bicyclo[2.2.1]hept-5-ene), exo-2,3-dicarboxylate. RXN SMILES: [CH2:1]([C:3]1[CH:8]2[CH2:9][CH:5]([CH2:6][CH2:7]2)[C:4]=1[CH2:10][CH3:11])[CH3:2].[CH2:12]([N:30]1[C:35]([CH3:37])([CH3:36])CC(O)[CH2:32][C:31]1([CH3:40])[CH3:39])[CH2:13][CH2:14][CH2:15][CH2:16][CH2:17][CH2:18][CH2:19][CH2:20][CH2:21][CH2:22][CH2:23][CH2:24][CH2:25][CH2:26][CH2:27][CH2:28][CH3:29]>>[CH2:12]([N:30]1[C:31]([CH3:32])([CH3:40])[CH2:39][CH:1]([C:3]2[CH:8]3[CH2:9][CH:5]([CH2:6][CH2:7]3)[C:4]=2[CH:10]2[CH2:40][C:31]([CH3:32])([CH3:39])[N:30]([CH2:12][CH2:13][CH2:14][CH2:15][CH2:16][CH2:17][CH2:18][CH2:19][CH2:20][CH2:21][CH2:22][CH2:23][CH2:24][CH2:25][CH2:26][CH2:27][CH2:28][CH3:29])[C:35]([CH3:36])([CH3:37])[CH2:11]2)[CH2:2][C:35]1([CH3:36])[CH3:37])[CH2:13][CH2:14][CH2:15][CH2:16][CH2:17][CH2:18][CH2:19][CH2:20][CH2:21][CH2:22][CH2:23][CH2:24][CH2:25][CH2:26][CH2:27][CH2:28][CH3:29]. Procedure: In an analogous manner is also reacted diethyl bicyclo [2.2.1]hept-5-ene-endo,exo-2,3-dicarboxylate with 1-n-octadecyl-2,2,6,6-tetramethyl-4-piperidinol to give wax-like bis-(1-n-octadecyl-2,2,6,6-tetramethyl-4-piperidyl) bicyclo[2.2.1]hept-5-ene-endo,exo-2,3-dicarboxylate. (Example 9) The reactants are [BH3-]C#N, O=C([O-])O, CN1CCNCC1, CO, CC(=O)O, Cc1ccc(-c2ccccc2C(=O)Nc2ccc(C(=O)N3CCC(=O)N(CC=O)c4ccccc43)cc2)cc1, ClC(Cl)Cl, [Na+], [Na+]. Product: Cc1ccc(-c2ccccc2C(=O)Nc2ccc(C(=O)N3CCC(=O)N(CCN4CCN(C)CC4)c4ccccc43)cc2)cc1. As a reaction SMILES: [C:47]([BH3-:48])#[N:49].[C:51](=[O:52])([O-:53])[OH:54].[CH3:40][N:41]1[CH2:42][CH2:43][NH:44][CH2:45][CH2:46]1.[CH3:56][OH:57].[CH3:58][C:59](=[O:60])[OH:61].[CH:1](=[O:2])[CH2:3][N:4]1[C:5](=[O:39])[CH2:6][CH2:7][N:8]([C:15]([c:16]2[cH:17][cH:18][c:19]([NH:22][C:23]([c:24]3[c:25](-[c:30]4[cH:31][cH:32][c:33]([CH3:36])[cH:34][cH:35]4)[cH:26][cH:27][cH:28][cH:29]3)=[O:37])[cH:20][cH:21]2)=[O:38])[c:9]2[c:10]1[cH:11][cH:12][cH:13][cH:14]2.[CH:62]([Cl:63])([Cl:64])[Cl:65].[Na+:50].[Na+:55]>>[CH2:1]([CH2:3][N:4]1[C:5](=[O:39])[CH2:6][CH2:7][N:8]([C:15]([c:16]2[cH:17][cH:18][c:19]([NH:22][C:23]([c:24]3[c:25](-[c:30]4[cH:31][cH:32][c:33]([CH3:36])[cH:34][cH:35]4)[cH:26][cH:27][cH:28][cH:29]3)=[O:37])[cH:20][cH:21]2)=[O:38])[c:9]2[c:10]1[cH:11][cH:12][cH:13][cH:14]2)[N:44]1[CH2:43][CH2:42][N:41]([CH3:40])[CH2:46][CH2:45]1. The reactants are CCOC(=O)C(CC1CCCC1)c1ccc(S(C)(=O)=O)c(C(F)(F)F)c1, [Li+], C1CCOC1, [OH-], O. Yields the product CS(=O)(=O)c1ccc(C(CC2CCCC2)C(=O)O)cc1C(F)(F)F. Reaction SMILES: [CH2:1]([CH3:2])[O:3][C:4]([CH:5]([CH2:6][CH:7]1[CH2:8][CH2:9][CH2:10][CH2:11]1)[c:12]1[cH:13][c:14]([C:22]([F:23])([F:24])[F:25])[c:15]([S:18](=[O:19])(=[O:20])[CH3:21])[cH:16][cH:17]1)=[O:26].[Li+:27].[O:30]1[CH2:31][CH2:32][CH2:33][CH2:34]1.[OH-:28].[OH2:29]>>[O:3]=[C:4]([CH:5]([CH2:6][CH:7]1[CH2:8][CH2:9][CH2:10][CH2:11]1)[c:12]1[cH:13][c:14]([C:22]([F:23])([F:24])[F:25])[c:15]([S:18](=[O:19])(=[O:20])[CH3:21])[cH:16][cH:17]1)[OH:26].